From a dataset of the Open Reaction Database (ORD), a public repository of structured organic reaction records. describe an organic reaction: reactants, conditions, products, and yield Reactants: O (water), COC(C1=C(C=C(C(=C1)F)C(F)(F)F)[N+](=O)[O-])=O (5-fluoro-2-nitro-4-trifluoromethyl-benzoic acid methyl ester), COC1=CC=C(C=C1)C=1N=CNC1 (4-(4-methoxy-phenyl)-1H-imidazole), C(C)(=O)OCC (ethyl acetate). The solvent is O1CCCC1 (tetrahydrofuran). Product: COC(C1=C(C=C(C(=C1)N1C=NC(=C1)C1=CC=C(C=C1)OC)C(F)(F)F)[N+](=O)[O-])=O (5-[4-(4-methoxy-phenyl)-imidazol-1-yl]-2-nitro-4-trifluoromethyl-benzoic acid methyl ester). The yield is 79.9%. Reaction SMILES: [CH3:1][O:2][C:3](=[O:18])[C:4]1[CH:9]=[C:8](F)[C:7]([C:11]([F:14])([F:13])[F:12])=[CH:6][C:5]=1[N+:15]([O-:17])=[O:16].[CH3:19][O:20][C:21]1[CH:26]=[CH:25][C:24]([C:27]2[N:28]=[CH:29][NH:30][CH:31]=2)=[CH:23][CH:22]=1.C(OCC)(=O)C.O>O1CCCC1>[CH3:1][O:2][C:3](=[O:18])[C:4]1[CH:9]=[C:8]([N:30]2[CH:31]=[C:27]([C:24]3[CH:23]=[CH:22][C:21]([O:20][CH3:19])=[CH:26][CH:25]=3)[N:28]=[CH:29]2)[C:7]([C:11]([F:14])([F:13])[F:12])=[CH:6][C:5]=1[N+:15]([O-:17])=[O:16]. Procedure: A mixture of 1.200 g (4.49 mmol) of 5-fluoro-2-nitro-4-trifluoromethyl-benzoic acid methyl ester and 0.861 g (4.94 mmol) of 4-(4-methoxy-phenyl)-1H-imidazole in 15 ml of tetrahydrofuran are refluxed for 5 hours. After cooling, the reaction mixture is distributed between ethyl acetate and water, the organic phase separated and washed with brine, dried over Na2SO4 and concentrated to dryness. The residue is purified by flash chromatography on silica (20 μm particle size) with ethyl acetate/hexane ... Starting materials: ClCCN=C=O (2-chloroisocyanatoethane), CS(=O)(=O)OC (methyl methanesulfonate), ClCCN=C=O (2chloroisocyanatoethane), CS(=O)(=O)OC (methyl methanesulfonate). Reagents/catalysts: CS(=O)(=O)[O-].C(CCC)[N+](CCCC)(CCCC)CCCC (tetrabutylammonium methanesulfonate). Run at temperature 120 celsius. Yields the product N(=C=O)CCOS(=O)(=O)C (2-isocyanato-methanesulfonyloxyethane). RXN SMILES: Cl[CH2:2][CH2:3][N:4]=[C:5]=[O:6].[CH3:7][S:8]([O:11]C)(=[O:10])=[O:9]>CS([O-])(=O)=O.C([N+](CCCC)(CCCC)CCCC)CCC>[N:4]([CH2:3][CH2:2][O:11][S:8]([CH3:7])(=[O:10])=[O:9])=[C:5]=[O:6] |f:2.3|. Procedure: 20.0 g (0.06 mol) of tetrabutylammonium methanesulfonate are added to a solution of 36.0 g (0.34 mol) of 2-chloroisocyanatoethane and 93.3 g (0.85 mol) of methyl methanesulfonate and the mixture is heated at 120° C for 6 hours. It is distilled in a thin layer evaporator at 180° C. under a pressure of 0.04 mbar and the crude product is purified by distillation. 18.0 g (0.17 mol) of 2chloroisocyanatoethane and 71.0 g (0.65 mol) of methyl methanesulfonate are recovered in this way. Reactants: COC(C(=O)OC)C1=CC(=C(C=C1)OC)OC (methyl α-methoxy-3,4-dimethoxyphenylacetate), C(CCCCC)S (hexanethiol). The reagents and catalysts are S(O)(O)(=O)=O (sulfuric acid). Run in C(Cl)Cl (methylene chloride). Run at time 30 minute. The product is C(CCCCC)SC(C(=O)OC)C1=CC(=C(C=C1)OC)OC (methyl α-hexylthio-3,4-dimethoxyphenylacetate). RXN SMILES: CO[CH:3]([C:8]1[CH:13]=[CH:12][C:11]([O:14][CH3:15])=[C:10]([O:16][CH3:17])[CH:9]=1)[C:4]([O:6][CH3:7])=[O:5].[CH2:18]([SH:24])[CH2:19][CH2:20][CH2:21][CH2:22][CH3:23]>C(Cl)Cl.S(=O)(=O)(O)O>[CH2:18]([S:24][CH:3]([C:8]1[CH:13]=[CH:12][C:11]([O:14][CH3:15])=[C:10]([O:16][CH3:17])[CH:9]=1)[C:4]([O:6][CH3:7])=[O:5])[CH2:19][CH2:20][CH2:21][CH2:22][CH3:23]. Reported procedure: To a stirred solution of methyl α-methoxy-3,4-dimethoxyphenylacetate (0.39 g) in methylene chloride (5 ml) were added hexanethiol (0.35 ml) and 3 drops of concentrated sulfuric acid and the mixture was stirred for 30 minutes. Then it was washed with water and brine, dried (magnesium sulfate) and evaporated to give an oily residue. Purification by column chromatography on silica gel with elution by 1:9 ethyl acetate-hexane provided methyl α-hexylthio-3,4-dimethoxyphenylacetate (0.37 g), a compoun... Reactants: FC(CNC(=O)NC=1C=C(C=CC1)N1C=NC2=C1C=CC(=C2)C2=CC=C(C=C2)C(C(=O)O)C)(F)F (2-(4-{1-[3-({[(2,2,2-trifluoro ethyl)amino]carbonyl}amino)phenyl]-1H-benzimidazol-5-yl}phenyl)propanoic acid), C1(CC1)CN (cyclopropylmethylamine). Product: C1(CC1)CNC(C(C)C1=CC=C(C=C1)C1=CC2=C(N(C=N2)C2=CC(=CC=C2)NC(=O)NCC(F)(F)F)C=C1)=O (N-(Cyclopropylmethyl)-2-(4-{1-[3-({[(2,2,2-trifluoroethyl)amino]carbonyl}amino)phenyl]-1H-benzimidazol-5-yl}phenyl)propanamide). Reaction SMILES: [F:1][C:2]([F:35])([F:34])[CH2:3][NH:4][C:5]([NH:7][C:8]1[CH:9]=[C:10]([N:14]2[C:18]3[CH:19]=[CH:20][C:21]([C:23]4[CH:28]=[CH:27][C:26]([CH:29]([CH3:33])[C:30](O)=[O:31])=[CH:25][CH:24]=4)=[CH:22][C:17]=3[N:16]=[CH:15]2)[CH:11]=[CH:12][CH:13]=1)=[O:6].[CH:36]1([CH2:39][NH2:40])[CH2:38][CH2:37]1>>[CH:36]1([CH2:39][NH:40][C:30](=[O:31])[CH:29]([C:26]2[CH:25]=[CH:24][C:23]([C:21]3[CH:20]=[CH:19][C:18]4[N:14]([C:10]5[CH:11]=[CH:12][CH:13]=[C:8]([NH:7][C:5]([NH:4][CH2:3][C:2]([F:35])([F:34])[F:1])=[O:6])[CH:9]=5)[CH:15]=[N:16][C:17]=4[CH:22]=3)=[CH:28][CH:27]=2)[CH3:33])[CH2:38][CH2:37]1. Reported procedure: This compound was prepared by using procedures analogous to those described for the synthesis of Example 14 starting from 2-(4-{1-[3-({[(2,2,2-trifluoro ethyl)amino]carbonyl}amino)phenyl]-1H-benzimidazol-5-yl}phenyl)propanoic acid (prepared by the procedure for Example 14, step 3) and cyclopropylmethylamine (Aldrich, Cat. No. 359521), LCMS (M+H)+: m/z=536.2. Reactants: CO, O=C1CCC(c2ccc(-c3ccccc3Cl)cc2)O1, [Na+], [OH-], O. The product is O=C(O)CCC(O)c1ccc(-c2ccccc2Cl)cc1. RXN SMILES: [CH3:20][OH:21].[Cl:1][c:2]1[c:3](-[c:8]2[cH:9][cH:10][c:11]([CH:14]3[CH2:15][CH2:16][C:17](=[O:18])[O:19]3)[cH:12][cH:13]2)[cH:4][cH:5][cH:6][cH:7]1.[Na+:23].[OH-:22].[OH2:24]>>[Cl:1][c:2]1[c:3](-[c:8]2[cH:9][cH:10][c:11]([CH:14]([CH2:15][CH2:16][C:17]([OH:18])=[O:21])[OH:19])[cH:12][cH:13]2)[cH:4][cH:5][cH:6][cH:7]1. Yield: 71.2%. Run in C(C)(=O)OCC (ethyl acetate). Conditions: temperature 65 celsius. The product is IC=1C(=NOC1C)C(=O)OCC (Ethyl 4-iodo-5-methyl-1,2-oxazole-3-carboxylate). Reaction SMILES: C(O)(C(F)(F)F)=O.[CH3:8][C:9]1[O:13][N:12]=[C:11]([C:14]([O:16][CH2:17][CH3:18])=[O:15])[CH:10]=1.[I:19]N1C(=O)CCC1=O>C(OCC)(=O)C>[I:19][C:10]1[C:11]([C:14]([O:16][CH2:17][CH3:18])=[O:15])=[N:12][O:13][C:9]=1[CH3:8]. Procedure details: To a 25 mL RB flask fitted with a magnetic stirrer was charged with 1 mL of TFA. To the stirred solvent were added ethyl 5-methyl-1,2-oxazole-3-carboxylate (0.1 g, 0.6 mmol) and N-iodosuccinimide (0.289 g, 1.2 mmol). After addition, the reaction mixture was heated at 65° C. for 3 h. After completion of the reaction, the reaction mixture was diluted with ethyl acetate (10 mL), the organic layer was washed with saturated NaHCO3 solution (10 mL), thiosulfate solution (10 mL), water (25 mL) and fina... Reactants: C(=O)(C(F)(F)F)O (TFA), CC1=CC(=NO1)C(=O)OCC (ethyl 5-methyl-1,2-oxazole-3-carboxylate), IN1C(CCC1=O)=O (N-iodosuccinimide).